Dataset: the Open Reaction Database (ORD), a public repository of structured organic reaction records. Task: describe an organic reaction: reactants, conditions, products, and yield Reactants: [Na] (sodium), FC1=C(C=CC=C1)C1=CC=C(C=C1)/C=C/C(C)=O ((E)-4-(2'-fluoro-4-biphenylyl)-3-buten-2-one), [H][H] (hydrogen), CC(=O)C (acetone). The reagents and catalysts are B#[Ni] (nickel boride), O.O.O.O.C(C)(=O)[O-].[Ni+2].C(C)(=O)[O-] (nickel(II)acetate tetrahydrate). The solvent is C(C)O (ethanol). Conditions: time 1 hour. The product is FC1=C(C=CC=C1)C1=CC=C(C=C1)CCC(C)=O (4-(2'-fluoro-4-biphenylyl)-2-butanone). The yield is 62.1%. Reaction SMILES: [Na].[H][H].CC(C)=O.[F:8][C:9]1[CH:14]=[CH:13][CH:12]=[CH:11][C:10]=1[C:15]1[CH:20]=[CH:19][C:18](/[CH:21]=[CH:22]/[C:23](=[O:25])[CH3:24])=[CH:17][CH:16]=1>C(O)C.O.O.O.O.C([O-])(=O)C.[Ni+2].C([O-])(=O)C.B#[Ni]>[F:8][C:9]1[CH:14]=[CH:13][CH:12]=[CH:11][C:10]=1[C:15]1[CH:20]=[CH:19][C:18]([CH2:21][CH2:22][C:23](=[O:25])[CH3:24])=[CH:17][CH:16]=1 |f:5.6.7.8.9.10.11,^1:0|. Reported procedure: 15 Gm (0.06 mol) of nickel(II)acetate tetrahydrate, dissolved in 600 ml of 95% ethanol, were reduced to black, colloidal nickel boride (P-2-catalyst) in a hydrogenation vessel with 60 ml of 1 M sodium borohyride solution in an atmosphere of hydrogen. In order to remove any unreacted borohydride which may be present, 14 gm (0.24 mol) of acetone were first added and the mixture was shaken for one hour at room temperature. Thereafter, 30.0 gm (0.123 mol) of (E)-4-(2'-fluoro-4-biphenylyl)-3-buten-2-... Starting materials: C1(=CC=C(C=C1)CO[C@@H]1[C@H]([C@H](OC1)C=1C=NC=CC1)CCCO[Si](C)(C)C(C)(C)C)C1=CC=CC=C1 ((2S,3S,4R)-4-(biphenyl-4-ylmethoxy)-3-(3-t-butyldimethylsilyloxyprop-1-yl)-2-(3-pyridyl)tetrahydrofuran). Solvent: CO (methanol), Cl (hydrogen chloride). Run at time 1 hour. The product is C1(=CC=C(C=C1)CO[C@@H]1[C@H]([C@H](OC1)C=1C=NC=CC1)CCCO)C1=CC=CC=C1 ((2S,3S,4R)-4-(biphenyl-4-ylmethoxy)-3-(3-hydroxyprop-1-yl)-2-(3-pyridyl)tetrahydrofuran). Reaction SMILES: [C:1]1([C:31]2[CH:36]=[CH:35][CH:34]=[CH:33][CH:32]=2)[CH:6]=[CH:5][C:4]([CH2:7][O:8][C@H:9]2[CH2:13][O:12][C@H:11]([C:14]3[CH:15]=[N:16][CH:17]=[CH:18][CH:19]=3)[C@@H:10]2[CH2:20][CH2:21][CH2:22][O:23][Si](C(C)(C)C)(C)C)=[CH:3][CH:2]=1>CO.Cl>[C:1]1([C:31]2[CH:32]=[CH:33][CH:34]=[CH:35][CH:36]=2)[CH:2]=[CH:3][C:4]([CH2:7][O:8][C@H:9]2[CH2:13][O:12][C@H:11]([C:14]3[CH:15]=[N:16][CH:17]=[CH:18][CH:19]=3)[C@@H:10]2[CH2:20][CH2:21][CH2:22][OH:23])=[CH:5][CH:6]=1. Reported procedure: To a solution of 1.37 g (0.00272 mole) of (2S,3S,4R)-4-(biphenyl-4-ylmethoxy)-3-(3-t-butyldimethylsilyloxyprop-1-yl)-2-(3-pyridyl)tetrahydrofuran in 14 ml of methanol, hydrogen chloride gas is bubbled until the pH of the solution is brought to 3. The mixture is stirred at room temperature for 1 h and evaporated. The residue is triturated with ethyl acetate and neutralized with concentrated aqueous sodium bicarbonate. The aqueous layer is extracted once more with ethyl acetate and the combined or... Reactants: CSC1=CC=NC=C1 (4-methylthiopyridine), ClN1C(CCC1=O)=O (N-chlorosuccinimide), N1=CC=CC=C1 (pyridine). Solvent: C1=CC=CC=C1 (benzene). Product: ClCSC1=CC=NC=C1 (4[(Chloromethyl)thio]pyridine). The yield is 46.5%. As a reaction SMILES: [CH3:1][S:2][C:3]1[CH:8]=[CH:7][N:6]=[CH:5][CH:4]=1.[Cl:9]N1C(=O)CCC1=O.N1C=CC=CC=1>C1C=CC=CC=1>[Cl:9][CH2:1][S:2][C:3]1[CH:8]=[CH:7][N:6]=[CH:5][CH:4]=1. Procedure details: A solution of 4-methylthiopyridine (2.28 g, 18.2 mmol), N-chlorosuccinimide (3.0 g, 23 mmol) and pyridine (2.9 mL, 3.0 mmol) in benzene (40 mL) was heated at 50°-60° C. for 3 h. The mixture was allowed to cool to room temperature. The solvent was decanted and the residue was rinsed with benzene (2×10 mL). The organic phases were combined and evaporated. The residue was passed through a pad of silica gel (40 g) to give the title material (1.35 g) contaminated with the starting material. The impur... RXN SMILES: [Br-:33].[CH3:18][S:19](=[O:20])(=[O:21])[c:22]1[n:23][c:24]([O:31][CH3:32])[cH:25][c:26]([CH:28]([CH3:29])[NH2:30])[cH:27]1.[CH3:1][S:2]([c:3]1[cH:4][c:5]([C:12]([OH:13])=[O:14])[cH:6][c:7]([O:8][CH2:9][CH3:10])[n:11]1)(=[O:15])=[O:16].[CH3:34][Mg+:35].[CH3:36][C:37]([CH3:38])=[O:39].[ClH:17]>>[CH3:1][CH2:29][CH:28]([c:26]1[cH:25][c:24]([O:31][CH3:32])[n:23][c:22]([S:19]([CH3:18])(=[O:20])=[O:21])[cH:27]1)[NH2:30].[ClH:17]. Product: CCC(N)c1cc(OC)nc(S(C)(=O)=O)c1, Cl. Reactants: [Br-], COc1cc(C(C)N)cc(S(C)(=O)=O)n1, CCOc1cc(C(=O)O)cc(S(C)(=O)=O)n1, C[Mg+], CC(C)=O, Cl. The reactants are COC1=NN(C2=C1C=NC(=C2)NC(=O)N[C@H](C)C2=CC=CC=C2)C(C2=CC=CC=C2)(C2=CC=CC=C2)C2=CC=CC=C2 ((R)-1-(3-Methoxy-1-trityl-1H-pyrazolo[4,3-c]pyridin-6-yl)-3-(1-phenylethyl)urea), C(C)[SiH](CC)CC (triethylsilane), C(=O)(O)[O-].[Na+] (NaHCO3). Run in C(=O)(C(F)(F)F)O (TFA). The product is COC1=NNC2=C1C=NC(=C2)NC(=O)N[C@H](C)C2=CC=CC=C2 ((R)-1-(3-methoxy-1H-pyrazolo[4,3-c]pyridin-6-yl)-3-(1-phenylethyl)urea). Reaction SMILES: [CH3:1][O:2][C:3]1[C:7]2[CH:8]=[N:9][C:10]([NH:12][C:13]([NH:15][C@@H:16]([C:18]3[CH:23]=[CH:22][CH:21]=[CH:20][CH:19]=3)[CH3:17])=[O:14])=[CH:11][C:6]=2[N:5](C(C2C=CC=CC=2)(C2C=CC=CC=2)C2C=CC=CC=2)[N:4]=1.C([SiH](CC)CC)C.C([O-])(O)=O.[Na+]>C(O)(C(F)(F)F)=O>[CH3:1][O:2][C:3]1[C:7]2[CH:8]=[N:9][C:10]([NH:12][C:13]([NH:15][C@@H:16]([C:18]3[CH:23]=[CH:22][CH:21]=[CH:20][CH:19]=3)[CH3:17])=[O:14])=[CH:11][C:6]=2[NH:5][N:4]=1 |f:2.3|. Procedure details: (R)-1-(3-Methoxy-1-trityl-1H-pyrazolo[4,3-c]pyridin-6-yl)-3-(1-phenylethyl)urea (156 mg, 0.282 mmol) and triethylsilane (0.068 mL, 0.423 mmol) were stirred in TFA (2 mL) at room temperature for 2 h. Saturated NaHCO3 was added and the products extracted into EtOAc (×2). The combined organic extracts were washed with brine, dried over Na2SO4, filtered, and concentrated in vacuo. Purification of the residue by flash chromatography (0-15% MeOH-EtOAc) gave (R)-1-(3-methoxy-1H-pyrazolo[4,3-c]pyridin-6... Starting materials: FC(C(=O)O)(F)F (trifluoroacetic acid), C=O (Paraformaldehyde), ClC1=CC=C2C=CN(C2=C1F)CCN (1-(6-chloro-7-fluoroindol-1-yl)-2-ethylamine), S(=O)(=O)([O-])[O-].[Mg+2] (magnesium sulfate), ClCCl (dichloromethane), C(O)([O-])=O.[Na+] (sodium hydrogen carbonate), ClCCl (dichloromethane). Reaction conditions: time 4 hour. Yields the product ClC=1C(=CC=2C=C3N(C2C1)CCNC3)F (7-Chloro-8-fluoro-1,2,3,4-tetrahydropyrazino[1,2-a]indole). RXN SMILES: [CH2:1]=O.ClC1[C:12](F)=[C:11]2[C:7]([CH:8]=[CH:9][N:10]2[CH2:14][CH2:15][NH2:16])=CC=1.S([O-])([O-])(=O)=O.[Mg+2].[F:23][C:24](F)(F)[C:25](O)=O.C(=O)([O-])O.[Na+].Cl[CH2:36][Cl:37]>>[Cl:37][C:36]1[C:24]([F:23])=[CH:25][C:7]2[CH:8]=[C:9]3[CH2:1][NH:16][CH2:15][CH2:14][N:10]3[C:11]=2[CH:12]=1 |f:2.3,5.6|. Reported procedure: Paraformaldehyde (0.95 g, 30 mmol) was added in 1 portion to a stirred solution of 1-(6-chloro-7-fluoroindol-1-yl)-2-ethylamine (1.3 g, 6.1 mmol) and magnesium sulfate (1.5 g) in dichloromethane (15 mL) at room temperature under Ar. The reaction was stirred at room temperature for 4 h then filtered. The filter-cake was washed with dichloromethane (50 mL) and the filtrate was concentrated under vacuum to leave a crude oil. The oil was dissolved in dichloromethane (10 mL) and trifluoroacetic acid ... Reactants: NC[C@@H]1C(N[C@H]1SC(C1=CC=CC=C1)(C1=CC=CC=C1)C1=CC=CC=C1)=O (trans 3-aminomethyl-4-tritylthio-2-azetidinone), C(=O)(OCC)N1C(C=2C(C1=O)=CC=CC2)=O (N-carbethoxyphthalimide). Run in C1=CC=CC=C1 (benzene). The product is C1(C=2C(C(N1C[C@@H]1C(N[C@H]1SC(C1=CC=CC=C1)(C1=CC=CC=C1)C1=CC=CC=C1)=O)=O)=CC=CC2)=O (trans 3-phthalimidomethyl-4-tritylthio-2-azetidinone). Yield: 92.7%. Reaction SMILES: [NH2:1][CH2:2][C@H:3]1[C@H:6]([S:7][C:8]([C:21]2[CH:26]=[CH:25][CH:24]=[CH:23][CH:22]=2)([C:15]2[CH:20]=[CH:19][CH:18]=[CH:17][CH:16]=2)[C:9]2[CH:14]=[CH:13][CH:12]=[CH:11][CH:10]=2)[NH:5][C:4]1=[O:27].C(N1[C:37](=[O:38])[C:36]2=[CH:39][CH:40]=[CH:41][CH:42]=[C:35]2[C:34]1=[O:43])(OCC)=O>C1C=CC=CC=1>[C:34]1(=[O:43])[N:1]([CH2:2][C@H:3]2[C@H:6]([S:7][C:8]([C:9]3[CH:14]=[CH:13][CH:12]=[CH:11][CH:10]=3)([C:15]3[CH:16]=[CH:17][CH:18]=[CH:19][CH:20]=3)[C:21]3[CH:26]=[CH:25][CH:24]=[CH:23][CH:22]=3)[NH:5][C:4]2=[O:27])[C:37](=[O:38])[C:36]2=[CH:39][CH:40]=[CH:41][CH:42]=[C:35]12. Procedure details: A solution of trans 3-aminomethyl-4-tritylthio-2-azetidinone (13.9 g, 37.2 mmol) and N-carbethoxyphthalimide (8.3 g, 37.9 mmol) in benzene (200 ml) was heated under reflux for 15 h. The solvent was evaporated in vacuo and the residue crystallized from ether to give (17.4 g (93%) of the title compound; mp 172°-3° C.; Anal. calcd for C31H24N2O3S: C 73.78, H 4.79, N 5.55, found: C 73.92, H 4.87, N 5.49; ir (CHCl3) νmax : 1770 and 1715 cm-1 ; 1Hmr (CDCl3) δ: 7.8 (4H, m), 7.3 (15H, m), 4.45 (1H, d, J...